Dataset: the Open Reaction Database (ORD), a public repository of structured organic reaction records. Task: describe an organic reaction: reactants, conditions, products, and yield The reactants are O[Li].O (LiOH.H2O), COC(CC=1C(=NC=CC1)CCC1=NC(=NC=C1C(F)(F)F)NC1=CC=C(C=C1)C1CCN(CC1)C(=O)OC(C)(C)C)=O (tert-butyl 4-(4-((4-(2-(3-(2-methoxy-2-oxoethyl)pyridin-2-yl)ethyl)-5-(trifluoromethyl)pyrimidin-2-yl)amino)phenyl)piperidine-1-carboxylate). Run in C1CCOC1 (THF), O (water), CO (methanol). Conditions: time 20 hour. Product: C(C)(C)(C)OC(=O)N1CCC(CC1)C1=CC=C(C=C1)NC1=NC=C(C(=N1)CCC1=NC=CC=C1CC(=O)[O-])C(F)(F)F.[Li+] (Lithium 2-(2-(2-(2-((4-(1-(tert-butoxycarbonyl)piperidin-4-yl)phenyl)amino)-5-(trifluoromethyl)pyrimidin-4-yl)ethyl)pyridin-3-yl)acetate). Isolated yield 90.4%. As a reaction SMILES: O[Li:2].O.C[O:5][C:6](=[O:46])[CH2:7][C:8]1[C:9]([CH2:14][CH2:15][C:16]2[C:21]([C:22]([F:25])([F:24])[F:23])=[CH:20][N:19]=[C:18]([NH:26][C:27]3[CH:32]=[CH:31][C:30]([CH:33]4[CH2:38][CH2:37][N:36]([C:39]([O:41][C:42]([CH3:45])([CH3:44])[CH3:43])=[O:40])[CH2:35][CH2:34]4)=[CH:29][CH:28]=3)[N:17]=2)=[N:10][CH:11]=[CH:12][CH:13]=1>C1COCC1.O.CO>[C:42]([O:41][C:39]([N:36]1[CH2:35][CH2:34][CH:33]([C:30]2[CH:31]=[CH:32][C:27]([NH:26][C:18]3[N:17]=[C:16]([CH2:15][CH2:14][C:9]4[C:8]([CH2:7][C:6]([O-:46])=[O:5])=[CH:13][CH:12]=[CH:11][N:10]=4)[C:21]([C:22]([F:23])([F:24])[F:25])=[CH:20][N:19]=3)=[CH:28][CH:29]=2)[CH2:38][CH2:37]1)=[O:40])([CH3:45])([CH3:43])[CH3:44].[Li+:2] |f:0.1,6.7|. Procedure details: LiOH.H2O (19.1 mg, 0.455 mmol) was added to a solution of tert-butyl 4-(4-((4-(2-(3-(2-methoxy-2-oxoethyl)pyridin-2-yl)ethyl)-5-(trifluoromethyl)pyrimidin-2-yl)amino)phenyl)piperidine-1-carboxylate (I122) (90.9 mg, 0.152 mmol) in THF (7 mL), water (1.5 mL) and methanol (1 mL). The resulting mixture was allowed to stir at room temperature for 20 hours. The volatiles were removed in vacuo and the residue was diluted with EtOAc (50 mL) and sat. aq. NaHCO3 (50 mL). The layers were separated and the ... Reactants: N1CCOCC1 (Morpholine), C([O-])([O-])=O.[Cs+].[Cs+] (cesium carbonate), C(C1=CC=CC=C1)OC1=C(C(=O)NC2=C(C(=O)OC(C)(C)C)C=CC(=C2)C2=CC=CC=C2)C=C(C=C1)Br (tert-butyl 2-(2-(benzyloxy)-5-bromobenzamido)-4-phenylbenzoate), N1CCOCC1 (morpholine), C([O-])([O-])=O.[Cs+].[Cs+] (cesium carbonate), aqueous solution, C(CC(O)(C(=O)O)CC(=O)O)(=O)O (citric acid). Reagents/catalysts: C=1C=CC(=CC1)/C=C/C(=O)/C=C/C2=CC=CC=C2.C=1C=CC(=CC1)/C=C/C(=O)/C=C/C2=CC=CC=C2.C=1C=CC(=CC1)/C=C/C(=O)/C=C/C2=CC=CC=C2.[Pd].[Pd] (tris(dibenzylideneacetone)dipalladium(0)), C(C)(=O)[O-].[Pd+2].C(C)(=O)[O-] (palladium(II) acetate), C1(CCCCC1)P(C1=C(C=CC=C1)C1=C(C=C(C=C1C(C)C)C(C)C)C(C)C)C1CCCCC1 (2-dicyclohexylphosphino-2′,4′,6′-triisopropylbiphenyl), C=1C=CC(=CC1)/C=C/C(=O)/C=C/C2=CC=CC=C2.C=1C=CC(=CC1)/C=C/C(=O)/C=C/C2=CC=CC=C2.C=1C=CC(=CC1)/C=C/C(=O)/C=C/C2=CC=CC=C2.[Pd].[Pd] (tris(dibenzylideneacetone)dipalladium(0)), C(C)(=O)[O-].[Pd+2].C(C)(=O)[O-] (palladium(II) acetate), C1(CCCCC1)P(C1=C(C=CC=C1)C1=C(C=C(C=C1C(C)C)C(C)C)C(C)C)C1CCCCC1 (2-dicyclohexylphosphino-2′,4′,6′-triisopropylbiphenyl). Run in C1(=CC=CC=C1)C (toluene), C(C)(=O)OCC (ethyl acetate). The product is C(C)(C)(C)OC(C1=C(C=C(C=C1)C1=CC=CC=C1)NC(C1=C(C=CC(=C1)N1CCOCC1)OCC1=CC=CC=C1)=O)=O (tert-butyl-2-(2-(benzyloxy)-5-(morpholin-4-yl)benzamido)-4-phenylbenzoate). Reaction SMILES: [NH:1]1[CH2:6][CH2:5][O:4][CH2:3][CH2:2]1.C(=O)([O-])[O-].[Cs+].[Cs+].[CH2:13]([O:20][C:21]1[CH:48]=[CH:47][C:46](Br)=[CH:45][C:22]=1[C:23]([NH:25][C:26]1[CH:38]=[C:37]([C:39]2[CH:44]=[CH:43][CH:42]=[CH:41][CH:40]=2)[CH:36]=[CH:35][C:27]=1[C:28]([O:30][C:31]([CH3:34])([CH3:33])[CH3:32])=[O:29])=[O:24])[C:14]1[CH:19]=[CH:18][CH:17]=[CH:16][CH:15]=1.C(O)(=O)CC(CC(O)=O)(C(O)=O)O>C1C=CC(/C=C/C(/C=C/C2C=CC=CC=2)=O)=CC=1.C1C=CC(/C=C/C(/C=C/C2C=CC=CC=2)=O)=CC=1.C1C=CC(/C=C/C(/C=C/C2C=CC=CC=2)=O)=CC=1.[Pd].[Pd].C([O-])(=O)C.[Pd+2].C([O-])(=O)C.C1(P(C2CCCCC2)C2C=CC=CC=2C2C(C(C)C)=CC(C(C)C)=CC=2C(C)C)CCCCC1.C(OCC)(=O)C.C1(C)C=CC=CC=1>[C:31]([O:30][C:28](=[O:29])[C:27]1[CH:35]=[CH:36][C:37]([C:39]2[CH:44]=[CH:43][CH:42]=[CH:41][CH:40]=2)=[CH:38][C:26]=1[NH:25][C:23](=[O:24])[C:22]1[CH:45]=[C:46]([N:1]2[CH2:6][CH2:5][O:4][CH2:3][CH2:2]2)[CH:47]=[CH:48][C:21]=1[O:20][CH2:13][C:14]1[CH:15]=[CH:16][CH:17]=[CH:18][CH:19]=1)([CH3:34])([CH3:32])[CH3:33] |f:1.2.3,6.7.8.9.10,11.12.13|. Reported procedure: Morpholine (0.014 mL), cesium carbonate (0.070 g), tris(dibenzylideneacetone)dipalladium(0) (1.0 mg), 2-dicyclohexylphosphino-2′,4′,6′-triisopropylbiphenyl (2.6 mg), and palladium(II) acetate (0.5 mg) were added to a toluene (0.90 mL) solution of tert-butyl 2-(2-(benzyloxy)-5-bromobenzamido)-4-phenylbenzoate (0.060 g), followed by heating to reflux under a nitrogen atmosphere for 2 hours and 30 minutes. The reaction mixture was cooled to room temperature, and then morpholine (4.7 μL), cesium car... Reactants: C(C)(C)(C)OC(=O)N(CCCCN(CCCCCCCN(CCCCN(S(=O)(=O)C1=CC=C(C=C1)C)C(=O)OC(C)(C)C)S(=O)(=O)C1=CC=C(C=C1)C)S(=O)(=O)C1=CC=C(C=C1)C)S(=O)(=O)C1=CC=C(C=C1)C (1,19-bis(t-butyloxycarbonyl)-1,6,14,19-tetra[(4-methylphenyl)sulfonyl]-1,6,14,19-tetraazanonadecane). Run in Cl (hydrochloric acid). Reported procedure: Dissolve 1,19-bis(t-butyloxycarbonyl)-1,6,14,19-tetra[(4-methylphenyl)sulfonyl]-1,6,14,19-tetraazanonadecane (11.7 g, 10 mmol) in saturated methanolic hydrochloric acid (100 mL). Stir for several hours and evaporate the solvent in vacuo. Dissolve the residue in water and neutralize with saturated sodium hydrogen carbonate and extract with ethyl acetate. Dry (MgSO4) and evaporate the solvent in vacuo. Purify by silica gel chromatography to give the title compound. The product is CC1=CC=C(C=C1)S(=O)(=O)NCCCCN(CCCCCCCN(CCCCNS(=O)(=O)C1=CC=C(C=C1)C)S(=O)(=O)C1=CC=C(C=C1)C)S(=O)(=O)C1=CC=C(C=C1)C (1,6,14,19-Tetra[(4-methylphenyl)sulfonyl]-1,6,14,19-tetraazanonadecane). As a reaction SMILES: C(OC([N:8]([S:64]([C:67]1[CH:72]=[CH:71][C:70]([CH3:73])=[CH:69][CH:68]=1)(=[O:66])=[O:65])[CH2:9][CH2:10][CH2:11][CH2:12][N:13]([S:54]([C:57]1[CH:62]=[CH:61][C:60]([CH3:63])=[CH:59][CH:58]=1)(=[O:56])=[O:55])[CH2:14][CH2:15][CH2:16][CH2:17][CH2:18][CH2:19][CH2:20][N:21]([S:44]([C:47]1[CH:52]=[CH:51][C:50]([CH3:53])=[CH:49][CH:48]=1)(=[O:46])=[O:45])[CH2:22][CH2:23][CH2:24][CH2:25][N:26](C(OC(C)(C)C)=O)[S:27]([C:30]1[CH:35]=[CH:34][C:33]([CH3:36])=[CH:32][CH:31]=1)(=[O:29])=[O:28])=O)(C)(C)C>Cl>[CH3:73][C:70]1[CH:71]=[CH:72][C:67]([S:64]([NH:8][CH2:9][CH2:10][CH2:11][CH2:12][N:13]([S:54]([C:57]2[CH:58]=[CH:59][C:60]([CH3:63])=[CH:61][CH:62]=2)(=[O:56])=[O:55])[CH2:14][CH2:15][CH2:16][CH2:17][CH2:18][CH2:19][CH2:20][N:21]([S:44]([C:47]2[CH:48]=[CH:49][C:50]([CH3:53])=[CH:51][CH:52]=2)(=[O:46])=[O:45])[CH2:22][CH2:23][CH2:24][CH2:25][NH:26][S:27]([C:30]2[CH:35]=[CH:34][C:33]([CH3:36])=[CH:32][CH:31]=2)(=[O:29])=[O:28])(=[O:66])=[O:65])=[CH:68][CH:69]=1. The reactants are C(C1=CC=CC=C1)OC[C@]1(CCC(O1)=O)CO ((S)-5-[(Benzyloxy)methyl]-5-(hydroxymethyl)-tetrahydro-2-furanone), N1=CC=CC=C1 (pyridine), CN(C)C1=NC=CC=C1 (dimethylaminopyridine), C(CCCCCCCCCCCCC)(=O)Cl (tetradecanoyl chloride). Solvent: C(Cl)Cl (CH2Cl2). The product is C(C1=CC=CC=C1)OC[C@]1(CCC(O1)=O)COC(CCCCCCCCCCCCC)=O ((R)-5-[(Benzyloxy)methyl]-5-[(tetradecanoyloxy) methyl]-tetrahydro-2-furanone). The yield is 91.8%. Reaction SMILES: [CH2:1]([O:8][CH2:9][C@:10]1([CH2:16][OH:17])[O:14][C:13](=[O:15])[CH2:12][CH2:11]1)[C:2]1[CH:7]=[CH:6][CH:5]=[CH:4][CH:3]=1.N1C=CC=CC=1.CN(C1C=CC=CN=1)C.[C:33](Cl)(=[O:47])[CH2:34][CH2:35][CH2:36][CH2:37][CH2:38][CH2:39][CH2:40][CH2:41][CH2:42][CH2:43][CH2:44][CH2:45][CH3:46]>C(Cl)Cl>[CH2:1]([O:8][CH2:9][C@:10]1([CH2:16][O:17][C:33](=[O:47])[CH2:34][CH2:35][CH2:36][CH2:37][CH2:38][CH2:39][CH2:40][CH2:41][CH2:42][CH2:43][CH2:44][CH2:45][CH3:46])[O:14][C:13](=[O:15])[CH2:12][CH2:11]1)[C:2]1[CH:7]=[CH:6][CH:5]=[CH:4][CH:3]=1. Reported procedure: A solution of 2.14 (0.024 g, 0.1 mmol) in CH2Cl2 (5 mL) was stirred with pyridine (0.032 mL, 0.4 mmol), a catalytic amount of dimethylaminopyridine, and tetradecanoyl chloride (0.054 mL, 0.2 mmol) for 2 h at room temperature. The solution was concentrated and the residue was purified by flash column chromatography over silica gel with hexane:EtOAc (2:1) as eluant to give 2.15 (0.041 g, 92%) as an oil; [α]22D +1.43° (c 4.2, CHCl3); IR (neat) 1783 and 1743 cm-1 (C=O); 1H NMR (CDCl3) δ 0.85 (distor... Starting materials: CC(C)=CCBr, CCOC(C)OC1CCC2(C)C3=C(CCC2C1(C)C)C1=CCC(C(C)O)C1(C)CC3, CC(C)(C)[O-], Cc1ccccc1, [K+], C1COCCOCCOCCOCCOCCO1, O. Yields the product CCOC(C)OC1CCC2(C)C3=C(CCC2C1(C)C)C1=CCC(C(C)OCC=C(C)C)C1(C)CC3. As a reaction SMILES: [Br:55][CH2:56][CH:57]=[C:58]([CH3:59])[CH3:60].[CH2:1]([CH3:2])[O:3][CH:4]([CH3:5])[O:6][CH:7]1[C:8]([CH3:29])([CH3:30])[CH:9]2[CH2:10][CH2:11][C:12]3=[C:23]([CH2:22][CH2:21][C:20]4([CH3:28])[C:13]3=[CH:14][CH2:15][CH:16]4[CH:17]([CH3:18])[OH:19])[C:24]2([CH3:27])[CH2:25][CH2:26]1.[CH3:31][C:32]([CH3:33])([O-:34])[CH3:35].[CH3:62][c:63]1[cH:64][cH:65][cH:66][cH:67][cH:68]1.[K+:36].[O:37]1[CH2:38][CH2:39][O:40][CH2:41][CH2:42][O:43][CH2:44][CH2:45][O:46][CH2:47][CH2:48][O:49][CH2:50][CH2:51][O:52][CH2:53][CH2:54]1.[OH2:61]>>[CH2:1]([CH3:2])[O:3][CH:4]([CH3:5])[O:6][CH:7]1[C:8]([CH3:29])([CH3:30])[CH:9]2[CH2:10][CH2:11][C:12]3=[C:23]([CH2:22][CH2:21][C:20]4([CH3:28])[C:13]3=[CH:14][CH2:15][CH:16]4[CH:17]([CH3:18])[O:19][CH2:56][CH:57]=[C:58]([CH3:59])[CH3:60])[C:24]2([CH3:27])[CH2:25][CH2:26]1.